This data is from the Open Reaction Database (ORD), a public repository of structured organic reaction records. The task is: describe an organic reaction: reactants, conditions, products, and yield Reactants: [N+](=O)([O-])C1=CC=C(COC(=O)N2C[C@@H](CC2)NC(=O)C=2N=C(SC2)N2CC(C2)SC=2[C@@H]([C@H]3N(C2C(=O)OCC2=CC=C(C=C2)[N+](=O)[O-])C([C@@H]3[C@@H](C)O)=O)C)C=C1 (p-Nitrobenzyl (1R,5S,6S)-2-(1-{4-[(3R)-1-(p-nitrobenzyloxycarbonyl)-pyrrolidin-3-ylcarbamoyl]-1,3-thiazol-2-yl}azetidin-3-yl)thio-6-[(R)-1-hydroxyethyl]-1-methylcarbapen-2-em-3-carboxylate). Run in O1CCCC1 (tetrahydrofuran). Conditions: time 4.5 hour. Product: N1C[C@@H](CC1)NC(=O)C=1N=C(SC1)N1CC(C1)SC=1[C@@H]([C@H]2N(C1C(=O)O)C([C@@H]2[C@@H](C)O)=O)C ((1R,5S,6S)-2-{1-[4-((3R)-pyrrolidin-3-ylcarbamoyl)-1,3-thiazol-2-yl]azetidin-3yl}thio-6-[(R)-1-hydroxyethyl]-1-methylcarbapen-2-em-3-carboxylic acid). Isolated yield 40.3%. RXN SMILES: [N+](C1C=CC(COC([N:12]2[CH2:16][CH2:15][C@@H:14]([NH:17][C:18]([C:20]3[N:21]=[C:22]([N:25]4[CH2:28][CH:27]([S:29][C:30]5[C@H:31]([CH3:54])[C@@H:32]6[C@@H:49]([C@H:50]([OH:52])[CH3:51])[C:48](=[O:53])[N:33]6[C:34]=5[C:35]([O:37]CC5C=CC([N+]([O-])=O)=CC=5)=[O:36])[CH2:26]4)[S:23][CH:24]=3)=[O:19])[CH2:13]2)=O)=CC=1)([O-])=O>O1CCCC1>[NH:12]1[CH2:16][CH2:15][C@@H:14]([NH:17][C:18]([C:20]2[N:21]=[C:22]([N:25]3[CH2:28][CH:27]([S:29][C:30]4[C@H:31]([CH3:54])[C@@H:32]5[C@@H:49]([C@H:50]([OH:52])[CH3:51])[C:48](=[O:53])[N:33]5[C:34]=4[C:35]([OH:37])=[O:36])[CH2:26]3)[S:23][CH:24]=2)=[O:19])[CH2:13]1. Procedure details: p-Nitrobenzyl (1R,5S,6S)-2-(1-{4-[(3R)-1-(p-nitrobenzyloxycarbonyl)-pyrrolidin-3-ylcarbamoyl]-1,3-thiazol-2-yl}azetidin-3-yl)thio-6-[(R)-1-hydroxyethyl]-1-methylcarbapen-2-em-3-carboxylate (410 mg, 0.508 mmol) (obtained as described in Example 58(1)) in a mixture of tetrahydrofuran (21 ml) and distilled water (21 ml) was subjected to catalytic hydrogenation in the presence of 20% palladium hydroxide on charcoal (410 mg) at room temperature for 4.5 hours. After checking the completion of the reac... Reactants: C1(=CC=CC=C1)C(C=1C=NC=CC1)C1=CC=CC=C1 (3-diphenylmethylpyridine), BrCC(=O)OCC (ethyl bromoacetate). The solvent is C(C)#N (acetonitrile). Product: [Br-].C(C)OC(=O)C[N+]1=CC(=CC=C1)C(C1=CC=CC=C1)C1=CC=CC=C1 (1-ethoxycarbonylmethyl-3-diphenylmethylpyridinium bromide). The yield is 97.0%. RXN SMILES: [C:1]1([CH:7]([C:14]2[CH:19]=[CH:18][CH:17]=[CH:16][CH:15]=2)[C:8]2[CH:9]=[N:10][CH:11]=[CH:12][CH:13]=2)[CH:6]=[CH:5][CH:4]=[CH:3][CH:2]=1.[Br:20][CH2:21][C:22]([O:24][CH2:25][CH3:26])=[O:23]>C(#N)C>[Br-:20].[CH2:25]([O:24][C:22]([CH2:21][N+:10]1[CH:11]=[CH:12][CH:13]=[C:8]([CH:7]([C:14]2[CH:19]=[CH:18][CH:17]=[CH:16][CH:15]=2)[C:1]2[CH:2]=[CH:3][CH:4]=[CH:5][CH:6]=2)[CH:9]=1)=[O:23])[CH3:26] |f:3.4|. Procedure details: A mixture of 0.490 g (2 mmol) 3-diphenylmethylpyridine (Sigma-Aldrich Library of Rare Chemicals) and 0.334 g (4 mmol) ethyl bromoacetate (Aldrich) in 2 ml acetonitrile was heated under reflux for 1 hour. The solvent was evaporated, the residue suspended in diethyl ether and filtered to give 0.8 g 1-ethoxycarbonylmethyl-3-diphenylmethylpyridinium bromide as a yellow powder. 1H NMR (CD3OD, 300 MHz) δ 8.87 (d, 1 H), 8.77 (s, 1 H), 8.42 (d, 1 H), 8.10 (dd, 1 H), 7.50-7.10 (m, 10 H), 5.96 (s, 1 H), 5...